This data is from the Open Reaction Database (ORD), a public repository of structured organic reaction records. The task is: describe an organic reaction: reactants, conditions, products, and yield The solvent is CN(C=O)C (dimethylformamide), CN(C=O)C (dimethylformamide). Procedure: To a suspension of sodium hydride (30 mg; 60% dispersion; 0.75 mmole) in dry dimethylformamide (4 ml) was added 1,2,4,7-tetrahydro-5-methyl-7-(3-nitrophenyl)-2-oxopyrazolo[1,5-a]pyrimidine-6-carboxylic acid, 1-methylethyl ester (180 mg; 0.5 mmole) in dimethylformamide (3 ml) at 0° C. under argon. The orange reaction mixture was allowed to stir at 0° C. for 30 minutes and benzyl bromide (70 μl; 0.6 mmole) was then added. The reaction was stirred at room temperature for one hour and then quenched ... Reaction conditions: temperature 0 celsius, time 30 minute. Reaction SMILES: [H-].[Na+].[CH3:3][C:4]1[NH:5][C:6]2[N:7]([NH:25][C:26](=[O:28])[CH:27]=2)[CH:8]([C:16]2[CH:21]=[CH:20][CH:19]=[C:18]([N+:22]([O-:24])=[O:23])[CH:17]=2)[C:9]=1[C:10]([O:12][CH:13]([CH3:15])[CH3:14])=[O:11].[CH2:29](Br)[C:30]1[CH:35]=[CH:34][CH:33]=[CH:32][CH:31]=1>CN(C)C=O>[CH3:3][C:4]1[NH:5][C:6]2[N:7]([N:25]([CH2:29][C:30]3[CH:35]=[CH:34][CH:33]=[CH:32][CH:31]=3)[C:26](=[O:28])[CH:27]=2)[CH:8]([C:16]2[CH:21]=[CH:20][CH:19]=[C:18]([N+:22]([O-:24])=[O:23])[CH:17]=2)[C:9]=1[C:10]([O:12][CH:13]([CH3:15])[CH3:14])=[O:11] |f:0.1|. Product: CC=1NC=2N(C(C1C(=O)OC(C)C)C1=CC(=CC=C1)[N+](=O)[O-])N(C(C2)=O)CC2=CC=CC=C2 (1,2,4,7-Tetrahydro-5-methyl-7-(3-nitrophenyl)-2-oxo-1-(phenylmethyl)pyrazolo[1,5-a]pyrimidine-6-carboxylic acid, 1-methylethyl ester). Reactants: CC=1NC=2N(C(C1C(=O)OC(C)C)C1=CC(=CC=C1)[N+](=O)[O-])NC(C2)=O (1,2,4,7-tetrahydro-5-methyl-7-(3-nitrophenyl)-2-oxopyrazolo[1,5-a]pyrimidine-6-carboxylic acid, 1-methylethyl ester), [H-].[Na+] (sodium hydride), C(C1=CC=CC=C1)Br (benzyl bromide).